Dataset: the Open Reaction Database (ORD), a public repository of structured organic reaction records. Task: describe an organic reaction: reactants, conditions, products, and yield Reactants: crude product, C(CCCC)OC=1C=C(C(C(=O)O)=CC1)C(=O)O (4-pentyloxyphthalic acid), Cl.NCCC1=CC=C(C=C1)O (tyramine hydrochloride). Solvent: C(C)(=O)O (acetic acid). Run at temperature 96 celsius, time 4 hour. Product: OC1=CC=C(C=C1)CCN1C(C=2C(C1=O)=CC(=CC2)OCCCCC)=O (N-2-(4-hydroxyphenyl)ethyl-4-pentyloxyphthalimide). Yield: 88.0%. As a reaction SMILES: [CH2:1]([O:6][C:7]1[CH:8]=[C:9]([C:16]([OH:18])=O)[C:10](=[CH:14][CH:15]=1)[C:11]([OH:13])=O)[CH2:2][CH2:3][CH2:4][CH3:5].Cl.[NH2:20][CH2:21][CH2:22][C:23]1[CH:28]=[CH:27][C:26]([OH:29])=[CH:25][CH:24]=1>C(O)(=O)C>[OH:29][C:26]1[CH:27]=[CH:28][C:23]([CH2:22][CH2:21][N:20]2[C:16](=[O:18])[C:9]3=[CH:8][C:7]([O:6][CH2:1][CH2:2][CH2:3][CH2:4][CH3:5])=[CH:15][CH:14]=[C:10]3[C:11]2=[O:13])=[CH:24][CH:25]=1 |f:1.2|. Reported procedure: The crude product of 4-pentyloxyphthalic acid was dissolved in acetic acid (20 ml), and tyramine hydrochloride (2.74 g, 20 mmol) was added. The mixture was stirred at 96° C. for 4 hours, and concentrated under reduced pressure. The obtained residue was purified by column chromatography on silica gel (hexane/ethyl acetate=6/1) to give N-2-(4-hydroxyphenyl)ethyl-4-pentyloxyphthalimide (2.6 g, 9.4 mmol, 88%) as colorless crystals. Product: O=C1N(C2CCCCC2)CCC12CC(O)CN2Cc1ccc(-n2ccc(C(F)(F)F)n2)cc1. Reaction SMILES: [Br:1][c:2]1[cH:3][cH:4][c:5]([CH2:6][N:7]2[CH2:8][CH:9]([OH:23])[CH2:10][C:11]23[C:12](=[O:22])[N:13]([CH:16]2[CH2:17][CH2:18][CH2:19][CH2:20][CH2:21]2)[CH2:14][CH2:15]3)[cH:24][cH:25]1.[CH2:26]1[O:27][CH2:28][CH2:29][O:30][CH2:31]1.[CH3:32][NH:33][CH:34]1[CH2:35][CH2:36][CH2:37][CH2:38][CH:39]1[NH:40][CH3:41].[Cu:51][I:52].[F:42][C:43]([c:44]1[n:45][nH:46][cH:47][cH:48]1)([F:49])[F:50]>>[c:2]1(-[n:46]2[n:45][c:44]([C:43]([F:42])([F:49])[F:50])[cH:48][cH:47]2)[cH:3][cH:4][c:5]([CH2:6][N:7]2[CH2:8][CH:9]([OH:23])[CH2:10][C:11]23[C:12](=[O:22])[N:13]([CH:16]2[CH2:17][CH2:18][CH2:19][CH2:20][CH2:21]2)[CH2:14][CH2:15]3)[cH:24][cH:25]1. The reactants are O=C1N(C2CCCCC2)CCC12CC(O)CN2Cc1ccc(Br)cc1, C1COCCO1, CNC1CCCCC1NC, [Cu]I, FC(F)(F)c1cc[nH]n1.